Dataset: the Open Reaction Database (ORD), a public repository of structured organic reaction records. Task: describe an organic reaction: reactants, conditions, products, and yield Starting materials: 3, Cl (HCl), C[O-].[Na+] (sodium methoxide), ClS(=O)(=O)O (Chlorosulfonic acid), CC(CCCCCCO)CCCCC (7-methyldodecanol). Run in C(Cl)(Cl)Cl (chloroform). Conditions: temperature 27.5 celsius. Yields the product S(=O)(=O)(OCCCCCCC(CCCCC)C)[O-].[Na+] (Sodium 7-methyldodecyl Sulfate). RXN SMILES: [CH3:1][CH:2]([CH2:10][CH2:11][CH2:12][CH2:13][CH3:14])[CH2:3][CH2:4][CH2:5][CH2:6][CH2:7][CH2:8][OH:9].Cl[S:16]([OH:19])(=[O:18])=[O:17].Cl.C[O-].[Na+:23]>C(Cl)(Cl)Cl>[S:16]([O-:19])([O:9][CH2:8][CH2:7][CH2:6][CH2:5][CH2:4][CH2:3][CH:2]([CH3:1])[CH2:10][CH2:11][CH2:12][CH2:13][CH3:14])(=[O:18])=[O:17].[Na+:23] |f:3.4,6.7|. Reported procedure: Into a dried 1 L 3 neck round bottom flask fitted with a nitrogen inlet, dropping funnel, thermometer, mechanical siring and nitrogen outlet is added chloroform (300 ml) and 7-methyldodecanol (100 g, 0.5 mol). Chlorosulfonic acid (60 g, 0.509 mol) is slowly added to the stirred mixture while maintaining 25-30° C. temperature with a ice bath. Once HCl evolution has stopped (1 hr.) slowly add sodium methoxide (25% in methanol) while keeping temperature at 25-30° C. until an aliquot at 5% concentra... Reactants: [I-].C[S+](C)C (trimethylsulphonium iodide), C(C)(C)(C)OC(=O)N[C@H](CCSC)C(=O)NC1=CC=C(C=C1)N1C(O[C@H](C1)CNC(=O)C=1SC(=CC1)Cl)=O (N2-(tert-butoxycarbonyl)-N1-{4-[(5S)-5-({[(5-chloro-2-thienyl)carbonyl]amino}methyl)-2-oxo-1,3-oxazolidin-3-yl]phenyl}-D-methionineamide), C([O-])([O-])=O.[K+].[K+] (potassium carbonate). Run in CS(=O)C (DMSO). Conditions: temperature 80 celsius, time 3.5 hour. Yields the product ClC1=CC=C(S1)C(=O)NC[C@H]1CN(C(O1)=O)C1=CC=C(C=C1)N1C([C@@H](CC1)NC(OC(C)(C)C)=O)=O (tert-Butyl (3R)-1-{4-[(5S)-5-({[(5-chloro-2-thienyl)carbonyl]amino}methyl)-2-oxo-1,3-oxazolidin-3-yl]phenyl}-2-oxo-3-pyrrolidinylcarbamate). Reaction SMILES: [C:1]([O:5][C:6]([NH:8][C@@H:9]([C:14]([NH:16][C:17]1[CH:22]=[CH:21][C:20]([N:23]2[CH2:27][C@H:26]([CH2:28][NH:29][C:30]([C:32]3[S:33][C:34]([Cl:37])=[CH:35][CH:36]=3)=[O:31])[O:25][C:24]2=[O:38])=[CH:19][CH:18]=1)=[O:15])[CH2:10][CH2:11]SC)=[O:7])([CH3:4])([CH3:3])[CH3:2].[I-].C[S+](C)C.C(=O)([O-])[O-].[K+].[K+]>CS(C)=O>[Cl:37][C:34]1[S:33][C:32]([C:30]([NH:29][CH2:28][C@@H:26]2[O:25][C:24](=[O:38])[N:23]([C:20]3[CH:21]=[CH:22][C:17]([N:16]4[CH2:11][CH2:10][C@@H:9]([NH:8][C:6](=[O:7])[O:5][C:1]([CH3:4])([CH3:2])[CH3:3])[C:14]4=[O:15])=[CH:18][CH:19]=3)[CH2:27]2)=[O:31])=[CH:36][CH:35]=1 |f:1.2,3.4.5|. Procedure: 170 mg (0.292 mmol) of N2-(tert-butoxycarbonyl)-N1-{4-[(5S)-5-({[(5-chloro-2-thienyl)carbonyl]amino}methyl)-2-oxo-1,3-oxazolidin-3-yl]phenyl}-D-methionineamide are dissolved in 2 ml of DMSO and admixed with 178.5 mg (0.875 mmol) of trimethylsulphonium iodide and 60.4 mg (0.437 mmol) of potassium carbonate, and the mixture is stirred at 80° C. for 3.5 hours. The mixture is then concentrated under high vacuum and the residue is washed with ethanol. 99 mg of the target compound remain.